This data is from the Open Reaction Database (ORD), a public repository of structured organic reaction records. The task is: describe an organic reaction: reactants, conditions, products, and yield Solvent: O1CCCC1 (tetrahydrofuran), O (water), O1CCCC1 (tetrahydrofuran), O (water), CO (methanol). Starting materials: solution, CN (methylamine), di-tert-Butyl bicarbonate, BrC=1C=C(C=NC1)S(=O)(=O)N1C=C(C=C1C1=CC=CC=C1)C=O (1-[(5-Bromopyridin-3-yl)sulfonyl]-5-phenyl-1H-pyrrole-3-carbaldehyde), C(O)([O-])=O.[Na+] (sodium hydrogencarbonate), [BH4-].[Na+] (sodium borohydride). Isolated yield 48.0%. Reaction SMILES: [Br:1][C:2]1[CH:3]=[C:4]([S:8]([N:11]2[C:15]([C:16]3[CH:21]=[CH:20][CH:19]=[CH:18][CH:17]=3)=[CH:14][C:13]([CH:22]=O)=[CH:12]2)(=[O:10])=[O:9])[CH:5]=[N:6][CH:7]=1.[CH3:24][NH2:25].[BH4-].[Na+].[C:28](=[O:31])([O-])[OH:29].[Na+]>O1CCCC1.CO.O>[C:13]([O:29][C:28](=[O:31])[N:25]([CH2:22][C:13]1[CH:14]=[C:15]([C:16]2[CH:21]=[CH:20][CH:19]=[CH:18][CH:17]=2)[N:11]([S:8]([C:4]2[CH:5]=[N:6][CH:7]=[C:2]([Br:1])[CH:3]=2)(=[O:10])=[O:9])[CH:12]=1)[CH3:24])([CH3:22])([CH3:14])[CH3:12] |f:2.3,4.5|. Yields the product C(C)(C)(C)OC(N(C)CC1=CN(C(=C1)C1=CC=CC=C1)S(=O)(=O)C=1C=NC=C(C1)Br)=O (tert-butyl({1-[(5-bromopyridin-3-yl)sulfonyl]-5-phenyl-1H-pyr-rol-3-yl}methyl)methylcarbamate). Conditions: time 16 hour. Procedure: 1-[(5-Bromopyridin-3-yl)sulfonyl]-5-phenyl-1H-pyrrole-3-carbaldehyde (1.18 g) was dissolved in absolute tetrahydrofuran (15 mL), a 2 mol/L solution (4.6 mL) of methylamine in tetrahydrofuran was added, and the mixture was stirred at room temperature for 16 hr. The reaction mixture was added to a solution of sodium borohydride (341 mg) in methanol (6 mL), and the mixture was stirred at the same temperature for 5 min. di-tert-Butyl bicarbonate (3.87 g) was added, and water (15 mL) and sodium hydro...